From a dataset of the Open Reaction Database (ORD), a public repository of structured organic reaction records. describe an organic reaction: reactants, conditions, products, and yield The reactants are C(C)(C)(C)OC(=O)N1C[C@H]2[C@@H](C1)CN(C2)C=2C=NC=C(C(=O)O)C2 (5-((3aR,6aS)-5-(tert-butoxycarbonyl)hexahydropyrrolo[3,4-c]pyrrol-2(1H)-yl)nicotinic Acid), FC=1C=C(CN)C=C(C1)C(F)(F)F (3-fluoro-5-trifluoromethylbenzylamine). Yields the product FC=1C=C(CNC(=O)C=2C=C(C=NC2)N2C[C@@H]3[C@H](C2)CN(C3)C(=O)OC(C)(C)C)C=C(C1)C(F)(F)F ((3aR,6aS)-tert-butyl 5-(5-(3-fluoro-5-(trifluoromethyl)benzylcarbamoyl)pyridin-3-yl)hexahydropyrrolo[3,4-c]pyrrole-2(1H)-carboxylate). RXN SMILES: [C:1]([O:5][C:6]([N:8]1[CH2:12][C@H:11]2[CH2:13][N:14]([C:16]3[CH:17]=[N:18][CH:19]=[C:20]([CH:24]=3)[C:21]([OH:23])=O)[CH2:15][C@H:10]2[CH2:9]1)=[O:7])([CH3:4])([CH3:3])[CH3:2].[F:25][C:26]1[CH:27]=[C:28]([CH:31]=[C:32]([C:34]([F:37])([F:36])[F:35])[CH:33]=1)[CH2:29][NH2:30]>>[F:25][C:26]1[CH:27]=[C:28]([CH:31]=[C:32]([C:34]([F:35])([F:36])[F:37])[CH:33]=1)[CH2:29][NH:30][C:21]([C:20]1[CH:24]=[C:16]([N:14]2[CH2:15][C@@H:10]3[CH2:9][N:8]([C:6]([O:5][C:1]([CH3:3])([CH3:4])[CH3:2])=[O:7])[CH2:12][C@@H:11]3[CH2:13]2)[CH:17]=[N:18][CH:19]=1)=[O:23]. Procedure: The product from Example 33B and 3-fluoro-5-trifluoromethylbenzylamine were processed as described in Example 33C to provide the title compound. MS (APCI) m/z 509 (M+H)+. The reactants are C1=C(C=CC2=CC=CC=C12)S(=O)(=O)N(C1C2CN(CC12)C1=NC=C(C=N1)C(=O)OCC)CCN1C(CCC1)=O (ethyl 2-(6-{(naphthalene-2-sulfonyl)-[2-(2-oxopyrrolidin-1-yl)ethyl]amino}-3-azabicyclo[3.1.0]hex-3-yl)pyrimidine-5-carboxylate), [O-]CC.[Na+] (sodium ethoxide), Cl.NO (hydroxylamine hydrochloride), O (water). The solvent is CCO (EtOH). Reaction conditions: temperature 40 celsius, time 18 hour. The product is C1=C(C=CC2=CC=CC=C12)S(=O)(=O)N(C1C2CN(CC12)C1=NC=C(C=N1)C(=O)O)CCN1C(CCC1)=O (2-(6-{(Naphthalene-2-sulfonyl)-[2-(2oxo-pyrrolidin-1-yl)ethyl]amino}-3-aza-bicyclo[3.1.0]hex-3-yl)-pyrimidine-5-carboxylic acid). The yield is 31.8%. RXN SMILES: [CH:1]1[C:10]2[C:5](=[CH:6][CH:7]=[CH:8][CH:9]=2)[CH:4]=[CH:3][C:2]=1[S:11]([N:14]([CH2:32][CH2:33][N:34]1[CH2:38][CH2:37][CH2:36][C:35]1=[O:39])[CH:15]1[CH:20]2[CH:16]1[CH2:17][N:18]([C:21]1[N:26]=[CH:25][C:24]([C:27]([O:29]CC)=[O:28])=[CH:23][N:22]=1)[CH2:19]2)(=[O:13])=[O:12].[O-]CC.[Na+].Cl.NO.O>CCO>[CH:1]1[C:10]2[C:5](=[CH:6][CH:7]=[CH:8][CH:9]=2)[CH:4]=[CH:3][C:2]=1[S:11]([N:14]([CH2:32][CH2:33][N:34]1[CH2:38][CH2:37][CH2:36][C:35]1=[O:39])[CH:15]1[CH:20]2[CH:16]1[CH2:17][N:18]([C:21]1[N:26]=[CH:25][C:24]([C:27]([OH:29])=[O:28])=[CH:23][N:22]=1)[CH2:19]2)(=[O:12])=[O:13] |f:1.2,3.4|. Procedure: To a solution of ethyl 2-(6-{(naphthalene-2-sulfonyl)-[2-(2-oxopyrrolidin-1-yl)ethyl]amino}-3-azabicyclo[3.1.0]hex-3-yl)pyrimidine-5-carboxylate (0.749 g, 1.4 mmol) in EtOH (8 ml) was added sodium ethoxide (1.08 g, 15.8 mmol) and hydroxylamine hydrochloride (1.30 g, 18.7 mmol). The mixture was stirred at 40° C. for 18 h, then water (20 ml) was added. The product was extracted with DCM (2×100 ml), and the combined organic extracts were dried (MgSO4) and concentrated in vacuo. The expected hydroxa... The reactants are [H][H] (hydrogen), COC1=CC(=C(C=C1)NC=1C=NC(=CC1)[N+](=O)[O-])[N+](=O)[O-] ((4-Methoxy-2-nitro-phenyl)-(6-nitro-pyridin-3-yl)-amine). Reagents/catalysts: [Pd] (Pd/C). Solvent: C(C)O (ethanol). The product is crude product, NC1=C(C=CC(=C1)OC)NC=1C=CC(=NC1)N (N5-(2-Amino-4-methoxy-phenyl)-pyridine-2,5-diamine). RXN SMILES: [CH3:1][O:2][C:3]1[CH:8]=[CH:7][C:6]([NH:9][C:10]2[CH:11]=[N:12][C:13]([N+:16]([O-])=O)=[CH:14][CH:15]=2)=[C:5]([N+:19]([O-])=O)[CH:4]=1.[H][H]>C(O)C.[Pd]>[NH2:19][C:5]1[CH:4]=[C:3]([O:2][CH3:1])[CH:8]=[CH:7][C:6]=1[NH:9][C:10]1[CH:15]=[CH:14][C:13]([NH2:16])=[N:12][CH:11]=1. Procedure: To a solution of (4-Methoxy-2-nitro-phenyl)-(6-nitro-pyridin-3-yl)-amine (1.5 g, 1.55 mmol) in ethanol (50 ml) was added Pd/C (0.05 g) under N2. The mixture was shaken under a positive pressure of hydrogen at 5° C. for 4 h. After removal of the catalyst by filtration, the filtrate was concentrated by evaporation under vacuum using a rotary evaporator. The crude product, N5-(2-Amino-4-methoxy-phenyl)-pyridine-2,5-diamine, thus obtained was used directly for the next step. Starting materials: NCCCN1C(C2(C3=CC(=CC=C13)F)OCCCO2)=O (1′-(3-Aminopropyl)-5′-fluorospiro[1,3-dioxane-2,3′-indol]-2′(1′H)-one), N (NH3). The solvent is CCO (EtOH). Conditions: temperature 135 celsius. The product is FC1=CC=2C(C=3N(C2C=C1)CCCN3)=O (8-Fluoro-3,4-dihydropyrimido[1,2-a]indol-10(2H)-one). The yield is 88.0%. Reaction SMILES: [NH2:1][CH2:2][CH2:3][CH2:4][N:5]1[C:13]2[C:8](=[CH:9][C:10]([F:14])=[CH:11][CH:12]=2)[C:7]2([O:19]CCCO2)[C:6]1=O.N>CCO>[F:14][C:10]1[CH:11]=[CH:12][C:13]2[N:5]3[CH2:4][CH2:3][CH2:2][N:1]=[C:6]3[C:7](=[O:19])[C:8]=2[CH:9]=1. Procedure details: 1′-(3-Aminopropyl)-5′-fluorospiro[1,3-dioxane-2,3′-indol]-2′(1′H)-one (2.37 g, 8.46 mmol) was dissolved in 2M EtOH.NH3 (200 mL), poured into a steel pressure vessel, and heated at 135° C. for 46 hr. The reaction mixture was cooled to room temperature and concentrated. The crude product was purified on Biotage KP silica gel eluting with CH2Cl2/CH3OH/NH4OH (97/2/1) followed by a second chromatography eluting with 80/20 Pet ether/acetone to give the title compound as a white solid (1.52 g, 68% yiel... Starting materials: Starch, lecithin, C(CCCCCCC\C=C/C\C=C/CCCCC)(=O)O (linoleic acid), C(CCCCCCC\C=C/CCCCCCCC)(=O)O (oleic acid). Yields the product CCCCCC1CCCC(=O)O1 (Delta-decalactone). Reaction SMILES: [C:1]([OH:20])(=[O:19])[CH2:2][CH2:3][CH2:4][CH2:5][CH2:6][CH2:7][CH2:8]/[CH:9]=[CH:10]\C/C=C\CCCCC.C(O)(=O)CCCCCCC/C=C\CCCCCCCC>>[CH3:10][CH2:9][CH2:8][CH2:7][CH2:6][CH:5]1[O:20][C:1](=[O:19])[CH2:2][CH2:3][CH2:4]1. Procedure: A fermentation was carried out, using the procedure and materials described in Example 1, except that 10 g capsul (food grade dextrine; National Starch), 0.15 g linoleic acid, 0.15 g oleic acid and 4 g lecithin were added per liter of fermentation broth. 1.5 g/kg Delta-decalactone was obtained from the broth. Starting materials: C1CCOC1, CCOC(=O)C(C)(C)c1cc2cc([N+](=O)[O-])ccc2[nH]1, [Na+], [OH-], O. The product is CC(C)(CO)c1cc2cc([N+](=O)[O-])ccc2[nH]1. RXN SMILES: [CH2:24]1[O:25][CH2:26][CH2:27][CH2:28]1.[CH3:1][C:2]([C:3](=[O:4])[O:5][CH2:6][CH3:7])([CH3:8])[c:9]1[nH:10][c:11]2[cH:12][cH:13][c:14]([N+:18](=[O:19])[O-:20])[cH:15][c:16]2[cH:17]1.[Na+:23].[OH-:22].[OH2:21]>>[CH3:1][C:2]([CH2:3][OH:4])([CH3:8])[c:9]1[nH:10][c:11]2[cH:12][cH:13][c:14]([N+:18](=[O:19])[O-:20])[cH:15][c:16]2[cH:17]1. Reaction SMILES: NC1C=CC(NC2C=C3C(=CC=2)C(O)=CC(S(O)(=O)=O)=C3)=CC=1.[Cl:24][C:25]1[CH:33]=[CH:32][C:28]([C:29]([Cl:31])=[O:30])=[CH:27][CH:26]=1.[OH-].[Na+].[ClH:36].[Cl-].[Na+]>O>[Cl:24][C:25]1[CH:33]=[CH:32][C:28]([C:29]([Cl:31])=[O:30])=[CH:27][CH:26]=1.[C:29]([Cl:31])(=[O:30])[C:28]1[CH:32]=[CH:33][CH:25]=[CH:26][CH:27]=1.[Cl:36][C:26]1[CH:27]=[C:28]([CH:32]=[CH:33][CH:25]=1)[C:29]([Cl:31])=[O:30] |f:2.3,5.6|. Product: ClC1=CC=C(C(=O)Cl)C=C1 (4-chlorobenzoyl chloride), C(C1=CC=CC=C1)(=O)Cl (benzoyl chloride), ClC=1C=C(C(=O)Cl)C=CC1 (3-chlorobenzoyl chloride). Starting materials: ClC1=CC=C(C(=O)Cl)C=C1 (4-chlorobenzoyl chloride), NC1=CC=C(C=C1)NC=1C=C2C=C(C=C(C2=CC1)O)S(=O)(=O)O (6-(4'-aminophenylamino)-1-hydroxynaphthalene-3-sulfonic acid), [OH-].[Na+] (sodium hydroxide), [Cl-].[Na+] (sodium chloride), Cl (hydrochloric acid). Solvent: O (water). Reported procedure: 16.5 parts of 6-(4'-aminophenylamino)-1-hydroxynaphthalene-3-sulfonic acid are dissolved in 1500 parts of hot water. After cooling down to room temperature, 9.65 parts of 4-chlorobenzoyl chloride are added dropwise in the course of about 30 minutes and the reaction mixture is reacted at a pH maintained at 6 until the consumption of sodium hydroxide solution has ceased (duration about 2.5 to 4 hours). Then the pH is adjusted to 1 with hydrochloric acid and the product is salted out with sodium ch... Reactants: C(C)OC(=O)C=1C=NC2=C(C=C(C=C2C1Cl)Cl)OC (4,6-Dichloro-8-methoxy-quinoline-3-carboxylic acid ethyl ester), FCCCCN (4-fluorobutylamine). The product is C(C)OC(=O)C=1C=NC2=C(C=C(C=C2C1NCCCCF)Cl)OC (6-Chloro-4-(4-fluoro-butylamino)-8-methoxy-quinoline-3-carboxylic acid ethyl ester). As a reaction SMILES: [CH2:1]([O:3][C:4]([C:6]1[CH:7]=[N:8][C:9]2[C:14]([C:15]=1Cl)=[CH:13][C:12]([Cl:17])=[CH:11][C:10]=2[O:18][CH3:19])=[O:5])[CH3:2].[F:20][CH2:21][CH2:22][CH2:23][CH2:24][NH2:25]>>[CH2:1]([O:3][C:4]([C:6]1[CH:7]=[N:8][C:9]2[C:14]([C:15]=1[NH:25][CH2:24][CH2:23][CH2:22][CH2:21][F:20])=[CH:13][C:12]([Cl:17])=[CH:11][C:10]=2[O:18][CH3:19])=[O:5])[CH3:2]. Procedure details: 4,6-Dichloro-8-methoxy-quinoline-3-carboxylic acid ethyl ester (250 mg, 0.836 mmol) was treated with 4-fluorobutylamine following general procedure B to afford 6-Chloro-4-(4-fluoro-butylamino)-8-methoxy-quinoline-3-carboxylic acid ethyl ester (185 mg). Thus obtained amino-ester was hydrolyzed to the corresponding acid using general procedure D and then transformed into the corresponding ethylamide (105 mg) following general procedure E. The above ethylamide (100 mg, 0.28 mmol) was subjected to r...